From a dataset of the Open Reaction Database (ORD), a public repository of structured organic reaction records. describe an organic reaction: reactants, conditions, products, and yield Reactants: Cc1ccc2c(N3CCC(NC(=O)OC(C)(C)C)C3)nc(-c3ccccc3O)nc2c1, ClCCl, [Na+], O=C([O-])O. Yields the product Cc1ccc2c(N3CCC(N)C3)nc(-c3ccccc3O)nc2c1. RXN SMILES: [C:1]([O:2][C:3](=[O:4])[NH:7][CH:8]1[CH2:9][N:10]([c:13]2[n:14][c:15](-[c:24]3[c:25]([OH:30])[cH:26][cH:27][cH:28][cH:29]3)[n:16][c:17]3[cH:18][c:19]([CH3:23])[cH:20][cH:21][c:22]23)[CH2:11][CH2:12]1)([CH3:5])([CH3:6])[CH3:31].[Cl:37][CH2:38][Cl:39].[Na+:36].[O-:32][C:33]([OH:34])=[O:35]>>[NH2:7][CH:8]1[CH2:9][N:10]([c:13]2[n:14][c:15](-[c:24]3[c:25]([OH:30])[cH:26][cH:27][cH:28][cH:29]3)[n:16][c:17]3[cH:18][c:19]([CH3:23])[cH:20][cH:21][c:22]23)[CH2:11][CH2:12]1. RXN SMILES: [Br:1][c:2]1[cH:3][cH:4][c:5]([O:8][CH3:9])[n:6][cH:7]1.[CH2:10]([Li:11])[CH2:12][CH2:13][CH3:14].[CH3:25][CH2:26][CH2:27][CH2:28][CH2:29][CH3:30].[Cl-:23].[NH4+:24].[OH2:31].[n:15]1[cH:16][c:17]([CH:21]=[O:22])[cH:18][cH:19][cH:20]1>>[c:2]1([CH:21]([c:17]2[cH:16][n:15][cH:20][cH:19][cH:18]2)[OH:22])[cH:3][cH:4][c:5]([O:8][CH3:9])[n:6][cH:7]1. Product: COc1ccc(C(O)c2cccnc2)cn1. The reactants are COc1ccc(Br)cn1, [Li]CCCC, CCCCCC, [Cl-], [NH4+], O, O=Cc1cccnc1. Reactants: CN(CCCNC(C1=CC=C(C=C1)N(C)C)=O)C (N-(3-Dimethylaminopropyl)p-dimethylamino benzamide), C(CCCCCCCCCCCCCCCCC)OS(=O)(=O)C1=CC=C(C=C1)C (stearyl-p-toluenesulfonate), C(C)OC(C)=O (ethylacetate). Reaction conditions: time 2 hour. Yields the product C1(=CC=C(C=C1)S(=O)(=O)[O-])C.C(CCCCCCCCCCCCCCCCC)[N+](C)(C)CCCNC(C1=CC=C(C=C1)N(C)C)=O (Stearyl-[3-(p-dimethylaminobenzamido) propyl]-Dimethylammonium p-toluenesulfonate). Reaction SMILES: [CH3:1][N:2]([CH3:18])[CH2:3][CH2:4][CH2:5][NH:6][C:7](=[O:17])[C:8]1[CH:13]=[CH:12][C:11]([N:14]([CH3:16])[CH3:15])=[CH:10][CH:9]=1.[CH2:19]([O:37][S:38]([C:41]1[CH:46]=[CH:45][C:44]([CH3:47])=[CH:43][CH:42]=1)(=[O:40])=[O:39])[CH2:20][CH2:21][CH2:22][CH2:23][CH2:24][CH2:25][CH2:26][CH2:27][CH2:28][CH2:29][CH2:30][CH2:31][CH2:32][CH2:33][CH2:34][CH2:35]C.[CH2:48](OC(=O)C)C>>[C:44]1([CH3:47])[CH:43]=[CH:42][C:41]([S:38]([O-:40])(=[O:37])=[O:39])=[CH:46][CH:45]=1.[CH2:18]([N+:2]([CH2:3][CH2:4][CH2:5][NH:6][C:7](=[O:17])[C:8]1[CH:9]=[CH:10][C:11]([N:14]([CH3:16])[CH3:15])=[CH:12][CH:13]=1)([CH3:48])[CH3:1])[CH2:35][CH2:34][CH2:33][CH2:32][CH2:31][CH2:30][CH2:29][CH2:28][CH2:27][CH2:26][CH2:25][CH2:24][CH2:23][CH2:22][CH2:21][CH2:20][CH3:19] |f:3.4|. Reported procedure: N-(3-dimethylaminopropyl)-p-dimethylaminobenzamide (77 g, 0.31 mole) from Example 1 and 131.5 g of stearyl-p-toluenesulfonate (0.31 mole) was heated to 110° C. under a blanket of nitrogen with continuous stirring for 2 hours. The resulting melt was dissolved in 800 ml of hot ethylacetate and then crystallized by cooling to ambient temperature. The crystals were recovered by filtration, dried in air and then under vacuum at 50°-60° C. The resulting whitish crystals of stearyl-[3-(p-dimethyl-amino... Reactants: COC(=O)c1cc(N)cc([N+](=O)[O-])c1, CN(C)c1ccncc1, CCOC(C)=O, O=S(=O)(Cl)CCCCl, ClCCl, Cl, c1ccncc1. The product is COC(=O)c1cc(NS(=O)(=O)CCCCl)cc([N+](=O)[O-])c1. Reaction SMILES: [CH3:1][O:2][C:3]([c:4]1[cH:5][c:6]([NH2:13])[cH:7][c:8]([N+:10](=[O:11])[O-:12])[cH:9]1)=[O:14].[CH3:32][N:33]([c:34]1[cH:35][cH:36][n:37][cH:38][cH:39]1)[CH3:40].[CH3:41][CH2:42][O:43][C:44]([CH3:45])=[O:46].[Cl:21][CH2:22][CH2:23][CH2:24][S:25](=[O:26])(=[O:27])[Cl:28].[Cl:29][CH2:30][Cl:31].[ClH:47].[cH:15]1[cH:16][cH:17][n:18][cH:19][cH:20]1>>[CH3:1][O:2][C:3]([c:4]1[cH:5][c:6]([NH:13][S:25]([CH2:24][CH2:23][CH2:22][Cl:21])(=[O:26])=[O:27])[cH:7][c:8]([N+:10](=[O:11])[O-:12])[cH:9]1)=[O:14]. The reactants are NC1=C(C(=NC(=C1F)Cl)C(=O)OC)OC (methyl 4-amino-6-chloro-5-fluoro-3-methoxypicolinate), C1(CC1)C1=CC=C(C=N1)B(O)O ((6-cyclopropylpyridin-3-yl)boronic acid), [F-].[Cs+] (Cesium Fluoride), C(C)#N (ACN). The reagents and catalysts are C1=CC=C(C=C1)P([C-]2C=CC=C2)C3=CC=CC=C3.C1=CC=C(C=C1)P([C-]2C=CC=C2)C3=CC=CC=C3.Cl[Pd]Cl.[Fe+2] ([1,1′-Bis(diphenylphosphino)ferrocene]dichloropalladium(II)). The solvent is O1CCOCC1 (Dioxane), O (Water), [Cl-].[Na+].O (brine), O (H2O). Run at temperature 85 celsius. The product is NC1=C(C(=NC(=C1OC)C(=O)OC)C=1C=NC(=CC1)C1CC1)F (methyl 4-amino-6′-cyclopropyl-3-fluoro-5-methoxy-[2,3′-bipyridine]-6-carboxylate). Yield: 32.2%. RXN SMILES: [NH2:1][C:2]1[C:7]([F:8])=[C:6](Cl)[N:5]=[C:4]([C:10]([O:12][CH3:13])=[O:11])[C:3]=1[O:14][CH3:15].[CH:16]1([C:19]2[N:24]=[CH:23][C:22](B(O)O)=[CH:21][CH:20]=2)[CH2:18][CH2:17]1.[F-].[Cs+].C(#N)C>O1CCOCC1.O.[Cl-].[Na+].O.C1C=CC(P(C2C=CC=CC=2)[C-]2C=CC=C2)=CC=1.C1C=CC(P(C2C=CC=CC=2)[C-]2C=CC=C2)=CC=1.Cl[Pd]Cl.[Fe+2]>[NH2:1][C:2]1[C:3]([O:14][CH3:15])=[C:4]([C:10]([O:12][CH3:13])=[O:11])[N:5]=[C:6]([C:22]2[CH:23]=[N:24][C:19]([CH:16]3[CH2:18][CH2:17]3)=[CH:20][CH:21]=2)[C:7]=1[F:8] |f:2.3,7.8.9,10.11.12.13|. Procedure details: To a tube, methyl 4-amino-6-chloro-5-fluoro-3-methoxypicolinate (500 mg, 2.131 mmol) (˜90% pure), (6-cyclopropylpyridin-3-yl)boronic acid (417 mg, 2.56 mmol), [1,1′-Bis(diphenylphosphino)ferrocene]dichloropalladium(II) (78 mg, 0.107 mmol), and Cesium Fluoride (647 mg, 4.26 mmol) were charged as solids. The tube was sealed and charged with inert atmosphere. The solids were then diluted with Dioxane (5.7 ml) and Water (1.4 ml). The resulting suspension was heated to 85° C. for 18 hrs. The reaction...